This data is from the Open Reaction Database (ORD), a public repository of structured organic reaction records. The task is: describe an organic reaction: reactants, conditions, products, and yield The reactants are COC(C1N(CCC1)[C@H](C1=CC=CC=C1)C)=O (N-[(S)-α-methylbenzyl]-(RS)-proline methyl ester), C([C@H](O)[C@@H](O)C(=O)O)(=O)O (L-tartaric acid), CO (methanol). Solvent: C1(=CC=CC=C1)C (toluene). Run at temperature 40 celsius, time 1 hour. Product: COC([C@H]1N(CCC1)[C@H](C1=CC=CC=C1)C)=O (N-[(S)-α-methylbenzyl]-(S)-proline methyl ester), C([C@H](O)[C@@H](O)C(=O)O)(=O)O (L-tartaric acid). Reaction SMILES: [C:1]([OH:10])(=[O:9])[C@@H:2]([C@H:4]([C:6]([OH:8])=[O:7])[OH:5])[OH:3].CO.[CH3:13][O:14][C:15](=[O:29])[CH:16]1[CH2:20][CH2:19][CH2:18][N:17]1[C@@H:21]([CH3:28])[C:22]1[CH:27]=[CH:26][CH:25]=[CH:24][CH:23]=1>C1(C)C=CC=CC=1>[CH3:13][O:14][C:15](=[O:29])[C@@H:16]1[CH2:20][CH2:19][CH2:18][N:17]1[C@@H:21]([CH3:28])[C:22]1[CH:27]=[CH:26][CH:25]=[CH:24][CH:23]=1.[C:1]([OH:10])(=[O:9])[C@@H:2]([C@H:4]([C:6]([OH:8])=[O:7])[OH:5])[OH:3]. Procedure: L-tartaric acid (9.51 g) was mixed with methanol (14.18 g) and heated to 40° C. To the resulting solution was added dropwise a 50% toluene solution (28.93 g) of N-[(S)-α-methylbenzyl]-(RS)-proline methyl ester obtained in Example 1 at that temperature. After stirred at the temperature for 1 hour, the reaction mixture was cooled to 0° C. over 14 hours and stirred at that temperature for 2 hours. The crystallized solid was separated by filtration and washed with cold methanol to yield a salt of N-... As a reaction SMILES: [F:1][C:2]1[CH:7]=[C:6]([F:8])[CH:5]=[CH:4][C:3]=1[C@@:9]1([CH2:13][N:14]2[CH:18]=[N:17][CH:16]=[N:15]2)[C@H:11]([CH3:12])[O:10]1.[N:19]1([C:24]2[CH:29]=[CH:28][C:27]([N:30]3[CH:34]=[CH:33][NH:32][C:31]3=[O:35])=[CH:26][CH:25]=2)[CH:23]=[N:22][CH:21]=[N:20]1.C(=O)([O-])[O-].[Cs+].[Cs+].CN(C)C=O>C(OCC)(=O)C>[F:1][C:2]1[CH:7]=[C:6]([F:8])[CH:5]=[CH:4][C:3]=1[C@@:9]([OH:10])([CH2:13][N:14]1[CH:18]=[N:17][CH:16]=[N:15]1)[C@H:11]([N:32]1[CH:33]=[CH:34][N:30]([C:27]2[CH:26]=[CH:25][C:24]([N:19]3[CH:23]=[N:22][CH:21]=[N:20]3)=[CH:29][CH:28]=2)[C:31]1=[O:35])[CH3:12] |f:2.3.4|. Solvent: C(C)(=O)OCC (ethyl acetate). The product is FC1=C(C=CC(=C1)F)[C@]([C@@H](C)N1C(N(C=C1)C1=CC=C(C=C1)N1N=CN=C1)=O)(CN1N=CN=C1)O (((1R,2R)-2-(2,4-difluorophenyl)-2-hydroxy-1-methyl-3-(1H-1,2,4-triazol-1-yl)propyl]-3-[4-(1H-1,2,4-triazol-1-yl)phenyl]-2(1H,3H)-imidazolone). Procedure details: (2R,3S)-2-(2,4-Difluorophenyl)-3-methyl-2-(1H-1,2,4-triazol-1-yl)methyloxirane (2.5 g), 1-[4-(1H-1,2,4-triazol-1-yl)phenyl]-2(1H,3H)-imidazolone (2.72 g) and cesium carbonate (powder: 9.7 g) were added to N,N-dimethylformamide (150 ml), and the mixture was heated at 80° C. with stirring for 9.5 hours. After cooling, the reaction mixture was diluted with ethyl acetate (400 ml). Ice water (150 ml) was added thereto to separate the ethyl acetate layer. The aqueous layer was extracted with ethyl ace... Starting materials: FC1=C(C=CC(=C1)F)[C@@]1(O[C@H]1C)CN1N=CN=C1 ((2R,3S)-2-(2,4-Difluorophenyl)-3-methyl-2-(1H-1,2,4-triazol-1-yl)methyloxirane), N1(N=CN=C1)C1=CC=C(C=C1)N1C(NC=C1)=O (1-[4-(1H-1,2,4-triazol-1-yl)phenyl]-2(1H,3H)-imidazolone), C([O-])([O-])=O.[Cs+].[Cs+] (cesium carbonate), CN(C=O)C (N,N-dimethylformamide), Ice water. Isolated yield 21.6%. Conditions: temperature 80 celsius, time 9.5 hour. The reactants are FC1=CC=CC(=N1)C1=NN(C2=CN=C(C=C21)C=2C=NN(C2)C)C2OCCCC2 (3-(6-fluoropyridin-2-yl)-5-(1-methyl-1H-pyrazol-4-yl)-1-(tetrahydro-2H-pyran-2-yl)-1H-pyrazolo[3,4-c]pyridine), N1C[C@@H](CCC1)NC(OC(C)(C)C)=O ((R)-tert-butyl piperidin-3-ylcarbamate). The product is CN1N=CC(=C1)C=1C=C2C(=CN1)NN=C2C2=CC=CC(=N2)N2C[C@@H](CCC2)N ((R)-1-(6-(5-(1-methyl-1H-pyrazol-4-yl)-1H-pyrazolo[3,4-c]pyridin-3-yl)pyridin-2-yl)piperidin-3-amine). The yield is 59.5%. RXN SMILES: F[C:2]1[N:7]=[C:6]([C:8]2[C:16]3[C:11](=[CH:12][N:13]=[C:14]([C:17]4[CH:18]=[N:19][N:20]([CH3:22])[CH:21]=4)[CH:15]=3)[N:10](C3CCCCO3)[N:9]=2)[CH:5]=[CH:4][CH:3]=1.[NH:29]1[CH2:34][CH2:33][CH2:32][C@@H:31]([NH:35]C(=O)OC(C)(C)C)[CH2:30]1>>[CH3:22][N:20]1[CH:21]=[C:17]([C:14]2[CH:15]=[C:16]3[C:8]([C:6]4[N:7]=[C:2]([N:29]5[CH2:34][CH2:33][CH2:32][C@@H:31]([NH2:35])[CH2:30]5)[CH:3]=[CH:4][CH:5]=4)=[N:9][NH:10][C:11]3=[CH:12][N:13]=2)[CH:18]=[N:19]1. Procedure details: Following the procedures as described in Example 189, 3-(6-fluoropyridin-2-yl)-5-(1-methyl-1H-pyrazol-4-yl)-1-(tetrahydro-2H-pyran-2-yl)-1H-pyrazolo[3,4-c]pyridine and (R)-tert-butyl piperidin-3-ylcarbamate were reacted and the product was deprotected to give 177 as a white solid (59.5% over two steps). 1H NMR (400 MHz, DMSO) δ 9.03 (d, J=1.1 Hz, 1H), 8.60 (s, 1H), 8.34 (s, 1H), 7.95 (s, 1H), 7.69-7.56 (m, 1H), 7.42 (d, J=7.3 Hz, 1H), 6.83 (d, J=8.6 Hz, 1H), 4.47 (d, J=9.0 Hz, 1H), 4.22 (d, J=12... The reactants are CCN(C(C)C)C(C)C, Nn1c(=O)cc(O)c2ccccc21, O=C1OC(=O)c2ccccc21, C1COCCO1. The product is O=C1c2ccccc2C(=O)N1n1c(=O)cc(O)c2ccccc21. RXN SMILES: [CH:25]([N:26]([CH:27]([CH3:28])[CH3:29])[CH2:30][CH3:31])([CH3:32])[CH3:33].[NH2:1][n:2]1[c:3](=[O:13])[cH:4][c:5]([OH:12])[c:6]2[cH:7][cH:8][cH:9][cH:10][c:11]12.[O:14]=[C:15]1[O:16][C:17](=[O:18])[c:19]2[cH:20][cH:21][cH:22][cH:23][c:24]21.[O:34]1[CH2:35][CH2:36][O:37][CH2:38][CH2:39]1>>[N:1]1([n:2]2[c:3](=[O:13])[cH:4][c:5]([OH:12])[c:6]3[cH:7][cH:8][cH:9][cH:10][c:11]23)[C:15](=[O:14])[c:24]2[c:19]([cH:20][cH:21][cH:22][cH:23]2)[C:17]1=[O:16].